Dataset: the Open Reaction Database (ORD), a public repository of structured organic reaction records. Task: describe an organic reaction: reactants, conditions, products, and yield The reactants are CC(C)(C)OC(=O)N1CCN2C(=O)c3c(cc(Br)cc3C(F)(F)F)C2C1, CC(=O)[O-], [K+], CC(=O)[O-], CC(=O)[O-], CN(C)C=O, [Pd+2]. Yields the product CC(C)(C)OC(=O)N1CCN2C(=O)c3c(cc(O)cc3C(F)(F)F)C2C1. RXN SMILES: [C:1]([CH3:2])([CH3:3])([CH3:4])[O:5][C:6](=[O:7])[N:8]1[CH2:9][CH:10]2[N:11]([C:12](=[O:24])[c:13]3[c:14]([C:20]([F:21])([F:22])[F:23])[cH:15][c:16]([Br:19])[cH:17][c:18]32)[CH2:25][CH2:26]1.[CH3:28][C:29]([O-:30])=[O:31].[K+:27].[O-:38][C:39]([CH3:40])=[O:41].[O-:42][C:43]([CH3:44])=[O:45].[O:32]=[CH:33][N:34]([CH3:35])[CH3:36].[Pd+2:37]>>[C:1]([CH3:2])([CH3:3])([CH3:4])[O:5][C:6](=[O:7])[N:8]1[CH2:9][CH:10]2[N:11]([C:12](=[O:24])[c:13]3[c:14]([C:20]([F:21])([F:22])[F:23])[cH:15][c:16]([OH:30])[cH:17][c:18]32)[CH2:25][CH2:26]1. Starting materials: FC1=C(C#N)C(=CC=C1)C(F)(F)F (2-fluoro-6-(trifluoromethyl)benzonitrile), CO (Methanol). Solvent: C1CCOC1 (THF), C1CCOC1 (THF). Yields the product FC1=C(CN)C(=CC=C1)C(F)(F)F (2-fluoro-6-(trifluoromethyl)benzylamine). Yield: 100.0%. As a reaction SMILES: [F:1][C:2]1[CH:9]=[CH:8][CH:7]=[C:6]([C:10]([F:13])([F:12])[F:11])[C:3]=1[C:4]#[N:5].CO>C1COCC1>[F:1][C:2]1[CH:9]=[CH:8][CH:7]=[C:6]([C:10]([F:11])([F:12])[F:13])[C:3]=1[CH2:4][NH2:5]. Reported procedure: To 2-fluoro-6-(trifluoromethyl)benzonitrile (45 g, 0.238 mmol) in 60 mL of THF was added 1 M BH3:THF slowly at 60° C. and the resulting solution was refluxed overnight. The reaction mixture was cooled to ambient temperature. Methanol (420 mL) was added slowly and stirred well. The solvents were then evaporated and the residue was partitioned between EtOAc and water. The organic layer was dried over Na2SO4. Evaporation gave 1a as a yellow oil (46 g, 0.238 mmol). MS (CI) m/z 194.0 (MH+). Reactants: C(=O)(O)[O-].[Na+] (NaHCO3), C(C=O)O (glycoaldehyde), C1C(SCC(S1)O)O (mercaptoacetaldehyde dimer), C(C)(=O)Cl (acetyl chloride). The solvent is N1=CC=CC=C1 (pyridine). Run at temperature 90 celsius, time 16 hour. Yields the product C(C)(=O)OC[C@@H]1O[C@H](CS1)OC(C)=O (TRANS-2-ACETOXYMETHYL-5-ACETOXY-1,3-OXATHIOLANE). Isolated yield 59.0%. RXN SMILES: [CH2:1]([OH:4])[CH:2]=O.[CH2:5]1[S:10][CH:9]([OH:11])[CH2:8]S[CH:6]1[OH:12].[C:13](Cl)(=[O:15])[CH3:14].C([O-])(O)=[O:18].[Na+]>N1C=CC=CC=1>[C:13]([O:15][CH2:8][C@H:9]1[S:10][CH2:5][C@H:6]([O:12][C:1](=[O:4])[CH3:2])[O:11]1)(=[O:18])[CH3:14] |f:3.4|. Procedure details: A mixture of glycoaldehyde (1.2 g, 0.01 mol) and mercaptoacetaldehyde dimer (1.52 g, 0.01 mol) in dry pyridine (20 ml) was heated at 90° C. for 2 h. The clear solution was then cooled in an ice-bath to 0° C., followed by adding acetyl chloride (2.8 ml). The mixture was stirred at room temperature overnight (16 h), and poured into saturated aqueous NaHCO3 solution (100 ml). The product was extracted into methylene chloride (3×100 ml), washed with water (2×100 ml), dried over MgSO4 and filtered. T... Starting materials: FC1=C(C=CC(=C1)F)C1=NC(=NC=N1)NC1=CC(=CC=C1)CS(=O)(=O)C (4-(2,4-difluorophenyl)-N-{3-[(methylsulfonyl)methyl]phenyl}-1,3,5-triazin-2-amine), intermediate 42.1, FC(CCCO)(F)F (4,4,4-trifluorobutan-1-ol). Yields the product FC1=CC(=C(C=C1)C1=NC(=NC=N1)NC1=CC(=CC=C1)CS(=O)(=O)C)OCCCC(F)(F)F (4-[4-Fluoro-2-(4,4,4-trifluorobutoxy)phenyl]-N-{3-[(methylsulfonyl)methyl]phenyl}-1,3,5-triazin-2-amine). RXN SMILES: F[C:2]1[CH:7]=[C:6]([F:8])[CH:5]=[CH:4][C:3]=1[C:9]1[N:14]=[CH:13][N:12]=[C:11]([NH:15][C:16]2[CH:21]=[CH:20][CH:19]=[C:18]([CH2:22][S:23]([CH3:26])(=[O:25])=[O:24])[CH:17]=2)[N:10]=1.[F:27][C:28]([F:34])([F:33])[CH2:29][CH2:30][CH2:31][OH:32]>>[F:8][C:6]1[CH:5]=[CH:4][C:3]([C:9]2[N:14]=[CH:13][N:12]=[C:11]([NH:15][C:16]3[CH:21]=[CH:20][CH:19]=[C:18]([CH2:22][S:23]([CH3:26])(=[O:25])=[O:24])[CH:17]=3)[N:10]=2)=[C:2]([O:32][CH2:31][CH2:30][CH2:29][C:28]([F:34])([F:33])[F:27])[CH:7]=1. Procedure: Starting with 4-(2,4-difluorophenyl)-N-{3-[(methylsulfonyl)methyl]phenyl}-1,3,5-triazin-2-amine (70 mg; 0.184 mmol), intermediate 42.1, and 4,4,4-trifluorobutan-1-ol (94.3 mg; 0.736 mmol), example 59 was prepared analogously to the procedure for the preparation of example 42. Run in CO (methanol), C(C)#N (acetonitrile). Starting materials: CC1=NN=C(S1)SCC2=C(N3[C@@H]([C@@H](C3=O)NC(=O)CN4C=NN=N4)SC2)C(=O)O (Cefazolin), [N+](=O)(O)[O-] (nitric acid). Yield: 60.0%. The product is CC1=NN=C(S1)SCC2=C(N3[C@@H]([C@@H](C3=O)NC(=O)CN4C=NN=N4)SC2)C(=O)O.[N+](=O)([O-])[O-] (Cefazolin nitrate). Reaction SMILES: [CH3:1][C:2]1[S:6][C:5]([S:7][CH2:8][C:9]2[CH2:26][S:25][C@@H:12]3[C@H:13]([NH:16][C:17]([CH2:19][N:20]4[N:24]=[N:23][N:22]=[CH:21]4)=[O:18])[C:14](=[O:15])[N:11]3[C:10]=2[C:27]([OH:29])=[O:28])=[N:4][N:3]=1.[N+:30]([O-:33])([OH:32])=[O:31]>CO.C(#N)C>[CH3:1][C:2]1[S:6][C:5]([S:7][CH2:8][C:9]2[CH2:26][S:25][C@@H:12]3[C@H:13]([NH:16][C:17]([CH2:19][N:20]4[N:24]=[N:23][N:22]=[CH:21]4)=[O:18])[C:14](=[O:15])[N:11]3[C:10]=2[C:27]([OH:29])=[O:28])=[N:4][N:3]=1.[N+:30]([O-:33])([O-:32])=[O:31] |f:4.5|. Procedure details: The compound is prepared by adding to a Cefazolin solution (1.5 g, 3.3 mmoles) in methanol (50 ml) a 65% nitric acid solution (0.250 ml) in acetonitrile (5 ml) and following then the procedure reported in Example 5. Cefazolin nitrate as amorphous solid is obtained. Yield 60%. Starting materials: CO, O=CNCC(CCCN1CCC(c2ccccc2)CC1)(c1ccccc1)c1ccccc1. The product is NCC(CCCN1CCC(c2ccccc2)CC1)(c1ccccc1)c1ccccc1. As a reaction SMILES: [CH3:33][OH:34].[CH:1](=[O:2])[NH:3][CH2:4][C:5]([CH2:6][CH2:7][CH2:8][N:9]1[CH2:10][CH2:11][CH:12]([c:15]2[cH:16][cH:17][cH:18][cH:19][cH:20]2)[CH2:13][CH2:14]1)([c:21]1[cH:22][cH:23][cH:24][cH:25][cH:26]1)[c:27]1[cH:28][cH:29][cH:30][cH:31][cH:32]1>>[NH2:3][CH2:4][C:5]([CH2:6][CH2:7][CH2:8][N:9]1[CH2:10][CH2:11][CH:12]([c:15]2[cH:16][cH:17][cH:18][cH:19][cH:20]2)[CH2:13][CH2:14]1)([c:21]1[cH:22][cH:23][cH:24][cH:25][cH:26]1)[c:27]1[cH:28][cH:29][cH:30][cH:31][cH:32]1. Starting materials: COc1ccc(P2(=S)SP(=S)(c3ccc(OC)cc3)S2)cc1, Cc1ccccc1, Cc1ccc(C2=NN(c3ccccc3)C(=O)C2)cc1. The product is Cc1ccc(C2=NN(c3ccccc3)C(=S)C2)cc1. As a reaction SMILES: [CH3:20][O:21][c:22]1[cH:23][cH:24][c:25]([P:26]2(=[S:29])[S:27][P:28]([c:30]3[cH:31][cH:32][c:33]([O:34][CH3:35])[cH:36][cH:37]3)(=[S:38])[S:39]2)[cH:40][cH:41]1.[CH3:42][c:43]1[cH:44][cH:45][cH:46][cH:47][cH:48]1.[c:1]1([N:7]2[N:8]=[C:9]([c:13]3[cH:14][cH:15][c:16]([CH3:19])[cH:17][cH:18]3)[CH2:10][C:11]2=[O:12])[cH:2][cH:3][cH:4][cH:5][cH:6]1>>[c:1]1([N:7]2[N:8]=[C:9]([c:13]3[cH:14][cH:15][c:16]([CH3:19])[cH:17][cH:18]3)[CH2:10][C:11]2=[S:29])[cH:2][cH:3][cH:4][cH:5][cH:6]1.